Dataset: the Open Reaction Database (ORD), a public repository of structured organic reaction records. Task: describe an organic reaction: reactants, conditions, products, and yield The reactants are ClC=1C=C(C=CC1C)N(C(=O)C1CCN(CC1)C(C)=O)CCCN1CC2CNCC2C1 (1-Acetyl-piperidine-4-carboxylic acid (3-chloro-4-methyl-phenyl)-[3-(hexahydro-pyrrolo[3,4-c]pyrrol-2-yl)-propyl]-amide), CCN(C(C)C)C(C)C (DIPEA), ClC1=C(C=CC(=C1)F)S(=O)(=O)Cl (2-chloro-4-fluorobenzenesulfonyl chloride). RXN SMILES: [Cl:1][C:2]1[CH:3]=[C:4]([N:9]([CH2:21][CH2:22][CH2:23][N:24]2[CH2:31][CH:30]3[CH:26]([CH2:27][NH:28][CH2:29]3)[CH2:25]2)[C:10]([CH:12]2[CH2:17][CH2:16][N:15]([C:18](=[O:20])[CH3:19])[CH2:14][CH2:13]2)=[O:11])[CH:5]=[CH:6][C:7]=1[CH3:8].CCN(C(C)C)C(C)C.[Cl:41][C:42]1[CH:47]=[C:46]([F:48])[CH:45]=[CH:44][C:43]=1[S:49](Cl)(=[O:51])=[O:50]>C(Cl)Cl>[Cl:41][C:42]1[CH:47]=[C:46]([F:48])[CH:45]=[CH:44][C:43]=1[S:49]([N:28]1[CH2:29][CH:30]2[CH2:31][N:24]([CH2:23][CH2:22][CH2:21][N:9]([C:4]3[CH:5]=[CH:6][C:7]([CH3:8])=[C:2]([Cl:1])[CH:3]=3)[C:10]([CH:12]3[CH2:17][CH2:16][N:15]([C:18](=[O:20])[CH3:19])[CH2:14][CH2:13]3)=[O:11])[CH2:25][CH:26]2[CH2:27]1)(=[O:51])=[O:50]. Product: ClC1=C(C=CC(=C1)F)S(=O)(=O)N1CC2C(C1)CN(C2)CCCN(C(=O)C2CCN(CC2)C(C)=O)C2=CC(=C(C=C2)C)Cl (1-Acetyl-piperidine-4-carboxylic acid {3-[5-(2-chloro-4-fluoro-benzenesulfonyl)-hexahydro-pyrrolo[3,4-c]pyrrol-2-yl]-propyl}-(3-chloro-4-methyl-phenyl)-amide). The solvent is C(Cl)Cl (DCM). Procedure: To a solution of 42b (0.016 g, 0.035 mmol) and DIPEA (0.02 mL, 0.105 mmol) in DCM (1 mL) at RT was added 2-chloro-4-fluorobenzenesulfonyl chloride (104, 0.016 g, 0.07 mmol) and the mixture shaken overnight at rt. The reaction mixture was concentrated in vacuo and purified by reverse phase HPLC to afford II-296: ms (ES+) m/z 639 (M+H)+. Conditions: time 8 hour. The product is FC1=CC=C2C(=NN(C2=C1)C(=O)OC(C)(C)C)CC1C(N(C2=C(N(C1=O)CC(=O)N(C1=CC=CC=C1)C(C)C)C=CC=C2)C2=CC=CC=C2)=O (2-[3-(6-Fluoro-1-tert-butoxycarbonyl-1H-indazol-3-ylmethyl)-2,4-dioxo-5-phenyl-2,3,4,5-tetrahydro-benzo[b][1,4]diazepin-1-yl]-N-isopropyl-N-phenyl-acetamide). The reactants are BrCC1=NN(C2=CC(=CC=C12)F)C(=O)OC(C)(C)C (3-Bromomethyl-6-fluoro-1-tert-butoxycarbonyl indazole), O (water), O=C1CC(N(C2=C(N1CC(=O)N(C1=CC=C(C=C1)OC)C(C)C)C=CC=C2)C2=CC=CC=C2)=O (2-(2,4-Dioxo-5-phenyl-2,3,4,5-tetrahydro-benzo[b][1,4]diazepin-1-yl)-N-isopropyl-N-(4-methoxy-phenyl) acetamide), solution, C[Si](C)(C)[N-][Si](C)(C)C.[K+] (potassium bis(trimethylsilyl)amide). The yield is 65.0%. The solvent is CN(C)C=O (DMF), CN(C)C=O (DMF), C1(=CC=CC=C1)C (toluene). Procedure: To a solution of 427 mg of 2-(2,4-Dioxo-5-phenyl-2,3,4,5-tetrahydro-benzo[b][1,4]diazepin-1-yl)-N-isopropyl-N-(4-methoxy-phenyl) acetamide in 5 mL of dry DMF at 0° C. is added 2.2 mL of a 0.5M solution of potassium bis(trimethylsilyl)amide in toluene. The reaction mixture is stirred for 30 min at 0° C. and a solution of 329 mg of 3-Bromomethyl-6-fluoro-1-tert-butoxycarbonyl indazole in 2 mL of dry DMF is added dropwise. The reaction mixture is stirred overnight at RT, poured into water and the p... As a reaction SMILES: [O:1]=[C:2]1[N:8]([CH2:9][C:10]([N:12]([CH:21]([CH3:23])[CH3:22])[C:13]2[CH:18]=[CH:17][C:16](OC)=[CH:15][CH:14]=2)=[O:11])[C:7]2[CH:24]=[CH:25][CH:26]=[CH:27][C:6]=2[N:5]([C:28]2[CH:33]=[CH:32][CH:31]=[CH:30][CH:29]=2)[C:4](=[O:34])[CH2:3]1.C[Si]([N-][Si](C)(C)C)(C)C.[K+].Br[CH2:46][C:47]1[C:55]2[C:50](=[CH:51][C:52]([F:56])=[CH:53][CH:54]=2)[N:49]([C:57]([O:59][C:60]([CH3:63])([CH3:62])[CH3:61])=[O:58])[N:48]=1.O>CN(C=O)C.C1(C)C=CC=CC=1>[F:56][C:52]1[CH:51]=[C:50]2[C:55]([C:47]([CH2:46][CH:3]3[C:2](=[O:1])[N:8]([CH2:9][C:10]([N:12]([CH:21]([CH3:23])[CH3:22])[C:13]4[CH:18]=[CH:17][CH:16]=[CH:15][CH:14]=4)=[O:11])[C:7]4[CH:24]=[CH:25][CH:26]=[CH:27][C:6]=4[N:5]([C:28]4[CH:29]=[CH:30][CH:31]=[CH:32][CH:33]=4)[C:4]3=[O:34])=[N:48][N:49]2[C:57]([O:59][C:60]([CH3:63])([CH3:62])[CH3:61])=[O:58])=[CH:54][CH:53]=1 |f:1.2|. Conditions: temperature 0 celsius, time 30 minute. Reactants: ClCCl, CC(C)[Si](OS(=O)(=O)C(F)(F)F)(C(C)C)C(C)C, N#N, COC(=O)CCC(C)C1CCC2C3C(=O)C=C4CC(O)CCC4(C)C3CCC12C. Product: COC(=O)CCC(C)C1CCC2C3C(=O)C=C4CC(O[Si](C(C)C)(C(C)C)C(C)C)CCC4(C)C3CCC12C. As a reaction SMILES: [Cl:50][CH2:51][Cl:52].[F:32][C:33]([F:34])([F:35])[S:36]([O:37][Si:38]([CH:39]([CH3:40])[CH3:41])([CH:42]([CH3:43])[CH3:44])[CH:45]([CH3:46])[CH3:47])(=[O:48])=[O:49].[N:30]#[N:31].[OH:1][CH:2]1[CH2:3][C:4]2=[CH:5][C:6](=[O:29])[CH:7]3[CH:8]4[CH2:9][CH2:10][CH:11]([CH:12]([CH2:13][CH2:14][C:15](=[O:16])[O:17][CH3:18])[CH3:19])[C:20]4([CH3:28])[CH2:21][CH2:22][CH:23]3[C:24]2([CH3:27])[CH2:25][CH2:26]1>>[O:1]([CH:2]1[CH2:3][C:4]2=[CH:5][C:6](=[O:29])[CH:7]3[CH:8]4[CH2:9][CH2:10][CH:11]([CH:12]([CH2:13][CH2:14][C:15](=[O:16])[O:17][CH3:18])[CH3:19])[C:20]4([CH3:28])[CH2:21][CH2:22][CH:23]3[C:24]2([CH3:27])[CH2:25][CH2:26]1)[Si:38]([CH:39]([CH3:40])[CH3:41])([CH:42]([CH3:43])[CH3:44])[CH:45]([CH3:46])[CH3:47]. As a reaction SMILES: Cl[C:2]1[C:7]([CH:8]=[O:9])=[C:6]([N:10]2[CH2:23][CH2:22][N:13]3[C:14]4[CH2:15][CH2:16][CH2:17][CH2:18][C:19]=4[C:20]([F:21])=[C:12]3[C:11]2=[O:24])[N:5]=[CH:4][CH:3]=1.[CH3:25][N:26]1[CH:31]=[C:30](B2OC(C)(C)C(C)(C)O2)[CH:29]=[C:28]([NH:41][C:42]2[CH:47]=[CH:46][C:45]([N:48]3[CH2:53][CH2:52][N:51]([CH:54]4[CH2:57][O:56][CH2:55]4)[CH2:50][CH2:49]3)=[CH:44][N:43]=2)[C:27]1=[O:58].CC(O[Na])=O.[O-]P([O-])([O-])=O.[K+].[K+].[K+]>CC#N.O.C1C=CC(P(C2C=CC=CC=2)[C-]2C=CC=C2)=CC=1.C1C=CC(P(C2C=CC=CC=2)[C-]2C=CC=C2)=CC=1.Cl[Pd]Cl.[Fe+2]>[F:21][C:20]1[C:19]2[CH2:18][CH2:17][CH2:16][CH2:15][C:14]=2[N:13]2[CH2:22][CH2:23][N:10]([C:6]3[N:5]=[CH:4][CH:3]=[C:2]([C:30]4[CH:29]=[C:28]([NH:41][C:42]5[CH:47]=[CH:46][C:45]([N:48]6[CH2:53][CH2:52][N:51]([CH:54]7[CH2:55][O:56][CH2:57]7)[CH2:50][CH2:49]6)=[CH:44][N:43]=5)[C:27](=[O:58])[N:26]([CH3:25])[CH:31]=4)[C:7]=3[CH:8]=[O:9])[C:11](=[O:24])[C:12]=12 |f:3.4.5.6,9.10.11.12|. Procedure details: A mixture of 134c (300 mg, 0.86 mmol), 1-methyl-3-(5-(4-(oxetan-3-yl)piperazin-1-yl)pyridin-2-ylamino)-5-(4,4,5,5-tetramethyl-1,3,2-dioxaborolan-2-yl)pyridin-2(1H)-one 1011 (403 mg, 0.86 mmol), CH3COONa (142 mg, 1.72 mmol), K3PO4 (460 mg, 1.72 mmol), PdCl2(dppf) (71 mg, 0.086 mmol) in CH3CN (25 mL) and H2O (1 mL) was heated at 100° C. for 3 hours. After reaction it was evaporated the residue was purified by silical-gel column eluting with methylene chloride/methanol (30:1) to afford 134d (312 mg... The yield is 55.6%. Product: FC1=C2N(C=3CCCCC13)CCN(C2=O)C2=C(C=O)C(=CC=N2)C2=CN(C(C(=C2)NC2=NC=C(C=C2)N2CCN(CC2)C2COC2)=O)C (2-(10-Fluoro-1-oxo-3,4,6,7,8,9-hexahydropyrazino[1,2-a]indol-2(1H)-yl)-4-(1-methyl-5-(5-(4-(oxetan-3-yl)piperazin-1-yl)pyridin-2-ylamino)-6-oxo-1,6-dihydropyridin-3-yl)nicotinaldehyde). Reagents/catalysts: C1=CC=C(C=C1)P([C-]2C=CC=C2)C3=CC=CC=C3.C1=CC=C(C=C1)P([C-]2C=CC=C2)C3=CC=CC=C3.Cl[Pd]Cl.[Fe+2] (PdCl2(dppf)). The solvent is CC#N (CH3CN), O (H2O). The reactants are ClC1=CC=NC(=C1C=O)N1C(C=2N(C=3CCCCC3C2F)CC1)=O (4-Chloro-2-(10-fluoro-1-oxo-3,4,6,7,8,9-hexahydropyrazino[1,2-a]indol-2(1H)-yl)nicotinaldehyde), CN1C(C(=CC(=C1)B1OC(C(O1)(C)C)(C)C)NC1=NC=C(C=C1)N1CCN(CC1)C1COC1)=O (1-methyl-3-(5-(4-(oxetan-3-yl)piperazin-1-yl)pyridin-2-ylamino)-5-(4,4,5,5-tetramethyl-1,3,2-dioxaborolan-2-yl)pyridin-2(1H)-one), CC(=O)O[Na] (CH3COONa), [O-]P(=O)([O-])[O-].[K+].[K+].[K+] (K3PO4). Reaction conditions: temperature 100 celsius. Reactants: Cl.C(CCCC)C1=CC=C(CN)C=C1 ((4-pentylbenzyl)amine hydrochloride), CN1CCOCC1 (N-methylmorpholine), ClC(=O)OCC(C)C (isobutyl chloroformate), ClCC=1N=C(SC1)C1=CC=C(C(=O)O)C=C1 (4-[4-(chloromethyl)-1,3-thiazol-2-yl]benzoic acid). The solvent is C1CCOC1 (THF), C(Cl)Cl (DCM). Conditions: temperature 0 celsius, time 30 minute. The product is ClCC=1N=C(SC1)C1=CC=C(C(=O)NCC2=CC=C(C=C2)CCCCC)C=C1 (4-[4-(chloromethyl)-1,3-thiazol-2-yl]-N-(4-pentylbenzyl)benzamide). Isolated yield 76.4%. RXN SMILES: CN1CCOCC1.ClC(OCC(C)C)=O.[Cl:16][CH2:17][C:18]1[N:19]=[C:20]([C:23]2[CH:31]=[CH:30][C:26]([C:27]([OH:29])=O)=[CH:25][CH:24]=2)[S:21][CH:22]=1.Cl.[CH2:33]([C:38]1[CH:45]=[CH:44][C:41]([CH2:42][NH2:43])=[CH:40][CH:39]=1)[CH2:34][CH2:35][CH2:36][CH3:37]>C1COCC1.C(Cl)Cl>[Cl:16][CH2:17][C:18]1[N:19]=[C:20]([C:23]2[CH:24]=[CH:25][C:26]([C:27]([NH:43][CH2:42][C:41]3[CH:44]=[CH:45][C:38]([CH2:33][CH2:34][CH2:35][CH2:36][CH3:37])=[CH:39][CH:40]=3)=[O:29])=[CH:30][CH:31]=2)[S:21][CH:22]=1 |f:3.4|. Procedure details: N-methylmorpholine (1.7 mL, 15.3 mmol) and isobutyl chloroformate (1.0 mL, 7.65 mmol) were added to a solution of 4-[4-(chloromethyl)-1,3-thiazol-2-yl]benzoic acid (1.85 g, 7.29 mmol) in anhydrous THF (30 mL) at 0° C. The reaction mixture was stirred at 0° C. for 30 min, then (4-pentylbenzyl)amine hydrochloride (1.64 g, 7.65 mmol) was added neat. The reaction mixture was stirred for 15 min at 0° C., then 2 hours at RT. The reaction mixture was diluted with DCM (100 mL) and washed with 1M aqueous...